From a dataset of the Open Reaction Database (ORD), a public repository of structured organic reaction records. describe an organic reaction: reactants, conditions, products, and yield Reactants: BrC1=C(C=C(C=C1)F)OCC1=C(C=CC=C1F)Br (1-bromo-2-(2-bromo-6-fluoro-benzyloxy)-4-fluoro-benzene), C(C=C)(=O)OCC (ethyl acrylate), C(C)(=O)[O-].[Na+] (sodium acetate). Reagents/catalysts: [Br-].C(CCC)[N+](CCCC)(CCCC)CCCC (tetrabutylammonium bromide), CC(=O)[O-].CC(=O)[O-].[Pd+2] (Pd(OAc)2). The solvent is CN1C(CCC1)=O (N-methylpyrrolidinone). Run at temperature 120 celsius. Yields the product C(C)OC(/C=C\1/C2=C(OCC3=C1C=CC=C3F)C=C(C=C2)F)=O ((E)-(3,7-Difluoro-6H-dibenzo[b,e]oxepin-11-ylidene)-acetic acid ethyl ester). The yield is 68.2%. Reaction SMILES: Br[C:2]1[CH:7]=[CH:6][C:5]([F:8])=[CH:4][C:3]=1[O:9][CH2:10][C:11]1[C:16]([F:17])=[CH:15][CH:14]=[CH:13][C:12]=1Br.[C:19]([O:23][CH2:24][CH3:25])(=[O:22])[CH:20]=[CH2:21].C([O-])(=O)C.[Na+]>[Br-].C([N+](CCCC)(CCCC)CCCC)CCC.CN1CCCC1=O.CC([O-])=O.CC([O-])=O.[Pd+2]>[CH2:24]([O:23][C:19](=[O:22])/[CH:20]=[C:21]1/[C:2]2[CH:7]=[CH:6][C:5]([F:8])=[CH:4][C:3]=2[O:9][CH2:10][C:11]2[C:16]([F:17])=[CH:15][CH:14]=[CH:13][C:12]/1=2)[CH3:25] |f:2.3,4.5,7.8.9|. Reported procedure: Degas a mixture of 1-bromo-2-(2-bromo-6-fluoro-benzyloxy)-4-fluoro-benzene (886 mmol, 335 g), ethyl acrylate (931 mmol, 101 mL, 1.05 eq), Pd(OAc)2 (22.2 mmol, 4.97 g), tetrabutylammonium bromide (886 mmol, 286 g), and sodium acetate (4.40 mol, 363.5 g) in N-methylpyrrolidinone (3.3 L) by evacuating and back-filling with nitrogen five times. Heat the mixture to 120° C. for 2 h. Cool to 35° C. and add water (5.5 L) over 40 min. Filter the precipitate, rinse with water (2×500 mL) and air dry for 30... Reactants: O=C([O-])[O-], CC(C)=O, [Cs+], [Cs+], O=C1CC(NC(=O)OCc2ccccc2)CO1, O. Yields the product O=C(O)CC(CO)NC(=O)OCc1ccccc1. As a reaction SMILES: [C:22](=[O:23])([O-:24])[O-:25].[CH3:18][C:19]([CH3:20])=[O:21].[Cs+:26].[Cs+:27].[O:1]=[C:2]1[CH2:3][CH:4]([NH:7][C:8]([O:9][CH2:10][c:11]2[cH:12][cH:13][cH:14][cH:15][cH:16]2)=[O:17])[CH2:5][O:6]1.[OH2:28]>>[O:1]=[C:2]([CH2:3][CH:4]([CH2:5][OH:21])[NH:7][C:8]([O:9][CH2:10][c:11]1[cH:12][cH:13][cH:14][cH:15][cH:16]1)=[O:17])[OH:6].